This data is from the Open Reaction Database (ORD), a public repository of structured organic reaction records. The task is: describe an organic reaction: reactants, conditions, products, and yield Starting materials: [H-].C(C(C)C)[Al+]CC(C)C (Di-isobutylaluminium hydride), ClC1=C(C=CC(=C1)Cl)C=CCCCCC(=O)OC (methyl 7-(2,4-dichlorophenyl)-6-heptenoate), O (Water). The solvent is ClCCl (dichloromethane). Run at temperature 0 celsius, time 5 minute. Yields the product ClC1=C(C=CC(=C1)Cl)C=CCCCCCO (7-(2,4-Dichlorophenyl)-6-hepten-1-ol). The yield is 87.4%. RXN SMILES: [H-].C([Al+]CC(C)C)C(C)C.[Cl:11][C:12]1[CH:17]=[C:16]([Cl:18])[CH:15]=[CH:14][C:13]=1[CH:19]=[CH:20][CH2:21][CH2:22][CH2:23][CH2:24][C:25](OC)=[O:26].O>ClCCl>[Cl:11][C:12]1[CH:17]=[C:16]([Cl:18])[CH:15]=[CH:14][C:13]=1[CH:19]=[CH:20][CH2:21][CH2:22][CH2:23][CH2:24][CH2:25][OH:26] |f:0.1|. Procedure details: Di-isobutylaluminium hydride (1.0M in dichloromethane, 308 ml, 308 mmol) was injected into a stirred solution of methyl 7-(2,4-dichlorophenyl)-6-heptenoate (40.2 g, 140 mmol) in dichloromethane (200 ml) at -78° C. under argon. After 5 min, the solution was warmed to 0° C., stirred for 0.5 h, then cooled again to -78° C. Water (102 ml) was injected slowly, while allowing the mixture to warm to room temperature. When solid had precipitated, ethyl acetate (400 ml) was added, then excess NaHCO3, and...